From a dataset of the Open Reaction Database (ORD), a public repository of structured organic reaction records. describe an organic reaction: reactants, conditions, products, and yield Starting materials: NC1=C(C#N)C(=CC=C1)N(C)CC (2-amino-6-(N-ethyl-N-methylamino)-benzonitrile), N1=CC=CC=C1 (pyridine), O (water), C(C)(=O)OCC(=O)Cl (acetoxyacetyl chloride). Solvent: C(Cl)Cl (methylene chloride). Reaction conditions: time 1 hour. The product is C(C)(=O)OCC(=O)NC1=C(C#N)C(=CC=C1)N(C)CC (2-(acetoxyacetylamino)-6-(N-ethyl-N-methylamino)benzonitrile). RXN SMILES: [NH2:1][C:2]1[CH:9]=[CH:8][CH:7]=[C:6]([N:10]([CH2:12][CH3:13])[CH3:11])[C:3]=1[C:4]#[N:5].N1C=CC=CC=1.[C:20]([O:23][CH2:24][C:25](Cl)=[O:26])(=[O:22])[CH3:21].O>C(Cl)Cl>[C:20]([O:23][CH2:24][C:25]([NH:1][C:2]1[CH:9]=[CH:8][CH:7]=[C:6]([N:10]([CH2:12][CH3:13])[CH3:11])[C:3]=1[C:4]#[N:5])=[O:26])(=[O:22])[CH3:21]. Procedure details: To a solution of 2-amino-6-(N-ethyl-N-methylamino)-benzonitrile (4 g) in methylene chloride (200 ml) is added pyridine (2.4 ml), and thereto is added dropwise acetoxyacetyl chloride (3.3 ml) which is cooled in an ice bath. The mixture is stirred at room temperature for 1 hour, and thereafter, water is added thereto, and the mixture is extracted with methylene chloride. The organic layer is dried over anhydrous sodium sulfate, and the solvent is distilled off under reduced pressure. The resulting... The reactants are C(#N)CC(=O)O (cyanoacetic acid), [N+](=O)([O-])C1=CC=C(C=O)C=C1 (4-nitrobenzaldehyde), C(C)(=O)[O-].[NH4+] (ammonium acetate), C1(=CC=CC=C1)C (toluene). The solvent is N1=CC=CC=C1 (pyridine). Yields the product [N+](=O)([O-])C1=CC=C(C=C1)C=CC#N (3-(4-nitrophenyl)-acrylonitrile). RXN SMILES: [C:1]([CH2:3]C(O)=O)#[N:2].[N+:7]([C:10]1[CH:17]=[CH:16][C:13]([CH:14]=O)=[CH:12][CH:11]=1)([O-:9])=[O:8].C([O-])(=O)C.[NH4+].C1(C)C=CC=CC=1>N1C=CC=CC=1>[N+:7]([C:10]1[CH:17]=[CH:16][C:13]([CH:14]=[CH:3][C:1]#[N:2])=[CH:12][CH:11]=1)([O-:9])=[O:8] |f:2.3|. Procedure details: A mixture of cyanoacetic acid (12.76 g, 150.0 mmol), 4-nitrobenzaldehyde (24.60 g, 162.8 mmol), ammonium acetate (500 mg), toluene (140 mL), and pyridine (75 mL) is refluxed for 64 hours in a flask fitted with a Dean-Stark trap and condenser. After evaporation of the solvents, a solution of the residue in CHCl3 is filtered and washed with H2 O. The dried (Na2SO4) organic layer is evaporated, and the bright yellow-orange solid is recrystallized from benzene. The yellow solid 3-(4-nitrophenyl)-acr... RXN SMILES: [CH3:1][O:2][C:3]([CH2:4][c:5]1[cH:6][o:7][c:8]2[c:9]1[cH:10][cH:11][c:12]([O:14][CH2:15][c:16]1[c:17]([O:22][CH2:23][c:24]3[cH:25][cH:26][c:27]([C:30]([F:31])([F:32])[F:33])[cH:28][cH:29]3)[cH:18][cH:19][cH:20][cH:21]1)[cH:13]2)=[O:34].[Li+:35].[OH-:36]>>[O:2]=[C:3]([CH2:4][c:5]1[cH:6][o:7][c:8]2[c:9]1[cH:10][cH:11][c:12]([O:14][CH2:15][c:16]1[c:17]([O:22][CH2:23][c:24]3[cH:25][cH:26][c:27]([C:30]([F:31])([F:32])[F:33])[cH:28][cH:29]3)[cH:18][cH:19][cH:20][cH:21]1)[cH:13]2)[OH:34]. The product is O=C(O)Cc1coc2cc(OCc3ccccc3OCc3ccc(C(F)(F)F)cc3)ccc12. Reactants: COC(=O)Cc1coc2cc(OCc3ccccc3OCc3ccc(C(F)(F)F)cc3)ccc12, [Li+], [OH-]. The reactants are C1CCOC1, CO, [Na+], [OH-], O=C(Nc1nnn[nH]1)c1ccc(Cn2nc(-c3cc(F)c(F)c(F)c3)cc2C(=O)Nc2ccc(OC(F)(F)F)cc2)cc1. Product: O=C(O)c1ccc(Cn2nc(-c3cc(F)c(F)c(F)c3)cc2C(=O)Nc2ccc(OC(F)(F)F)cc2)cc1. As a reaction SMILES: [CH2:46]1[O:47][CH2:48][CH2:49][CH2:50]1.[CH3:51][OH:52].[Na+:45].[OH-:44].[nH:1]1[c:2]([NH:3][C:7](=[O:8])[c:9]2[cH:10][cH:11][c:12]([CH2:13][n:14]3[n:15][c:16](-[c:33]4[cH:34][c:35]([F:41])[c:36]([F:40])[c:37]([F:39])[cH:38]4)[cH:17][c:18]3[C:19](=[O:20])[NH:21][c:22]3[cH:23][cH:24][c:25]([O:28][C:29]([F:30])([F:31])[F:32])[cH:26][cH:27]3)[cH:42][cH:43]2)[n:4][n:5][n:6]1>>[C:7](=[O:8])([c:9]1[cH:10][cH:11][c:12]([CH2:13][n:14]2[n:15][c:16](-[c:33]3[cH:34][c:35]([F:41])[c:36]([F:40])[c:37]([F:39])[cH:38]3)[cH:17][c:18]2[C:19](=[O:20])[NH:21][c:22]2[cH:23][cH:24][c:25]([O:28][C:29]([F:30])([F:31])[F:32])[cH:26][cH:27]2)[cH:42][cH:43]1)[OH:44]. Conditions: time 30 minute. Reported procedure: Lithium hydride (14 mg, 1.64 mmol) was added to a stirred solution of 4-(4-bromo-2-fluorophenylamino)-5-fluoro-6-oxo-1,6-dihydropyridine-3-carboxylic acid methyl ester (0.190 g, 0.529 mmol) in DMF (5 mL) at 0° C. After stirring for 30 minutes, 3-bromomethyl-pyridine hydrobromide (0.14 g, 0.53 mmol) was added. The reaction mixture was warmed to room temperature and stirred for 16 hours. After quenching with ice water, the reaction mixture was extracted with ethyl acetate. The combined organic ext... The reactants are [H-].[Li+] (Lithium hydride), COC(=O)C1=CNC(C(=C1NC1=C(C=C(C=C1)Br)F)F)=O (4-(4-bromo-2-fluorophenylamino)-5-fluoro-6-oxo-1,6-dihydropyridine-3-carboxylic acid methyl ester), Br.BrCC=1C=NC=CC1 (3-bromomethyl-pyridine hydrobromide). Solvent: CN(C)C=O (DMF). Product: COC(=O)C1=CN(C(C(=C1NC1=C(C=C(C=C1)Br)F)F)=O)CC=1C=NC=CC1 (4-(4-bromo-2-fluorophenylamino)-5-fluoro-6-oxo-1-pyridin-3-ylmethyl-1,6-dihydropyridine-3-carboxylic acid methyl ester). As a reaction SMILES: [H-].[Li+].[CH3:3][O:4][C:5]([C:7]1[C:12]([NH:13][C:14]2[CH:19]=[CH:18][C:17]([Br:20])=[CH:16][C:15]=2[F:21])=[C:11]([F:22])[C:10](=[O:23])[NH:9][CH:8]=1)=[O:6].Br.Br[CH2:26][C:27]1[CH:28]=[N:29][CH:30]=[CH:31][CH:32]=1>CN(C=O)C>[CH3:3][O:4][C:5]([C:7]1[C:12]([NH:13][C:14]2[CH:19]=[CH:18][C:17]([Br:20])=[CH:16][C:15]=2[F:21])=[C:11]([F:22])[C:10](=[O:23])[N:9]([CH2:26][C:27]2[CH:28]=[N:29][CH:30]=[CH:31][CH:32]=2)[CH:8]=1)=[O:6] |f:0.1,3.4|. The reactants are FC=1C=C(C=C(C1)F)C(=O)C=1SC=CN1 ((3,5-difluorophenyl)(thiazol-2-yl)methanone), C(=C)[Mg]Br (vinyl magnesium bromide), Cl (HCl). Run in C1CCOC1 (THF), C1CCOC1 (THF). Reaction conditions: time 30 minute. Yields the product FC1=CC(=CC(=C1)C(C=C)(C=1SC=CN1)O)F (1,3-Difluoro-5-[3-hydroxy-3-(thiazol-2-yl)propen-3-yl]benzene). Isolated yield 56.0%. As a reaction SMILES: [F:1][C:2]1[CH:3]=[C:4]([C:9]([C:11]2[S:12][CH:13]=[CH:14][N:15]=2)=[O:10])[CH:5]=[C:6]([F:8])[CH:7]=1.[CH:16]([Mg]Br)=[CH2:17].Cl>C1COCC1>[F:8][C:6]1[CH:5]=[C:4]([C:9]([OH:10])([C:11]2[S:12][CH:13]=[CH:14][N:15]=2)[CH:16]=[CH2:17])[CH:3]=[C:2]([F:1])[CH:7]=1. Reported procedure: To a solution of (3,5-difluorophenyl)(thiazol-2-yl)methanone (1 g, 4.4 mmol, Step 2) in dry THF (40 mL) was added at 0° C. (4.4 mL, 4.4 mmol) of a 1.0M THF solution of vinyl magnesium bromide (Aldrich). The reaction mixture was stirred for 30 min. and then transferred to a 1N aqueous HCl solution. The resulting mixture was extracted with EtOAc and the combined organic phase were washed with brine, dried over MgSO4 and evaporated to give a residue which was chromatographed on silica gel eluting w... The reactants are [Li]CCCC (n-BuLi), C(C)(C)(C)[Si](O[C@@H](CCC#C)C=C)(C)C (tert-Butyl-dimethyl-((S)-1-vinyl-pent-4-ynyloxy)-silane), CI (methyl iodide). Solvent: C1CCOC1 (THF). Conditions: temperature -78 celsius, time 15 minute. Product: C(C)(C)(C)[Si](O[C@@H](CCC#CC)C=C)(C)C (tert-Butyl-dimethyl-((S)-1-vinyl-hex-4-ynyloxy)-silane). Isolated yield 77.3%. As a reaction SMILES: [C:1]([Si:5]([CH3:15])([CH3:14])[O:6][C@H:7]([CH:12]=[CH2:13])[CH2:8][CH2:9][C:10]#[CH:11])([CH3:4])([CH3:3])[CH3:2].[Li][CH2:17]CCC.CI>C1COCC1>[C:1]([Si:5]([CH3:14])([CH3:15])[O:6][C@H:7]([CH:12]=[CH2:13])[CH2:8][CH2:9][C:10]#[C:11][CH3:17])([CH3:3])([CH3:4])[CH3:2]. Procedure: Compound (4a) (481.6 mg, 2.146 mmol) was dissolved in THF (21.5 mL) and cooled to −78° C. before treated with 1.6 M n-BuLi (2.7 mL, 4.32 mmol) dropwise. The resulting solution was stirred 15 minutes at the same temperature and then methyl iodide (0.67 mL, 1.528 g, 10.765 mmol) was added. During the night the mixture was slowly warmed to room temperature. After 13 hours the reaction was quenched with water. The solution was extracted with ether (3×), the combined extracts were washed with brine, ... As a reaction SMILES: [CH2:1]([c:2]1[cH:3][cH:4][cH:5][cH:6][cH:7]1)[O:8][NH:9][C:10](=[O:11])[CH:12]([CH2:13][CH2:14][CH2:15][c:16]1[cH:17][cH:18][cH:19][cH:20][cH:21]1)[CH:22]([C:23](=[O:24])[NH:25][n:26]1[c:27](=[O:34])[nH:28][c:29](=[O:33])[nH:30][c:31]1=[O:32])[CH2:35][CH:36]([CH3:37])[CH3:38].[CH3:39][OH:40]>>[OH:8][NH:9][C:10](=[O:11])[CH:12]([CH2:13][CH2:14][CH2:15][c:16]1[cH:17][cH:18][cH:19][cH:20][cH:21]1)[CH:22]([C:23](=[O:24])[NH:25][n:26]1[c:27](=[O:34])[nH:28][c:29](=[O:33])[nH:30][c:31]1=[O:32])[CH2:35][CH:36]([CH3:37])[CH3:38]. The product is CC(C)CC(C(=O)Nn1c(=O)[nH]c(=O)[nH]c1=O)C(CCCc1ccccc1)C(=O)NO. The reactants are CC(C)CC(C(=O)Nn1c(=O)[nH]c(=O)[nH]c1=O)C(CCCc1ccccc1)C(=O)NOCc1ccccc1, CO.